This data is from the Open Reaction Database (ORD), a public repository of structured organic reaction records. The task is: describe an organic reaction: reactants, conditions, products, and yield The reactants are C(C1=CC=CC=C1)OC1=NC(=NC(=N1)Cl)Cl (6-benzyloxy-2,4-dichloro-1,3,5-triazine), C1(=CC=CC=C1)O (phenol), C(C)(C)N(C(C)C)CC (N,N-diisopropylethylamine). Solvent: ClCCl (dichloromethane), ClCCl (dichloromethane), ClCCl (dichloromethane). Product: C(C1=CC=CC=C1)OC1=NC(=NC(=N1)Cl)OC1=CC=CC=C1 (6-benzyloxy-2-chloro-4-phenoxy-1,3,5-triazine). Yield: 94.1%. As a reaction SMILES: [CH2:1]([O:8][C:9]1[N:14]=[C:13](Cl)[N:12]=[C:11]([Cl:16])[N:10]=1)[C:2]1[CH:7]=[CH:6][CH:5]=[CH:4][CH:3]=1.[C:17]1([OH:23])[CH:22]=[CH:21][CH:20]=[CH:19][CH:18]=1.C(N(CC)C(C)C)(C)C>ClCCl>[CH2:1]([O:8][C:9]1[N:10]=[C:11]([Cl:16])[N:12]=[C:13]([O:23][C:17]2[CH:22]=[CH:21][CH:20]=[CH:19][CH:18]=2)[N:14]=1)[C:2]1[CH:3]=[CH:4][CH:5]=[CH:6][CH:7]=1. Procedure: Next, 5.70 mL of dichloromethane solution containing 896.2 mg (3.50 m mol) of 6-benzyloxy-2,4-dichloro-1,3,5-triazine, 2.00 mL of dichloromethane, 365.0 mg (3.88 m mol) of phenol and 0.738 mL (4.23 m mol) of N,N-diisopropylethylamine was added to a 30 mL eggplant flask, and reacted at 0 degree under a nitrogen atmosphere for 6 hours. After the reaction, 20 mL of dichloromethane was added, which was washed with 20 mL of 1 N hydrochloric acid, 20 mL of 1 N hydrochloric acid, 20 mL of water and 20 ... Procedure: 30 ml of thionyl chloride is added to 18.2 g (0.1 mol) of 2,6-dimethoxybenzoic acid. The mixture is heated on a steam bath for 30 minutes. To the solution is added 50 ml of toluene. The solvent and excess thionyl chloride is evaporated at reduced pressure. The residue is dissolved in 50 ml of dry methyl ethyl ketone. The solution is added dropwise while stirring to 12.8 g (0.1 mol) of 2-(aminomethyl)-1-ethyl-pyrrolidine in 50 ml methylethyl ketone. After the addition the mixture is stirred for 3... Reaction SMILES: S(Cl)([Cl:3])=O.[CH3:5][O:6][C:7]1[CH:15]=[CH:14][CH:13]=[C:12]([O:16][CH3:17])[C:8]=1[C:9]([OH:11])=O.C1(C)C=CC=CC=1.[NH2:25][CH2:26][CH:27]1[CH2:31][CH2:30][CH2:29][N:28]1[CH2:32][CH3:33]>CC(CC)=O>[ClH:3].[CH2:32]([N:28]1[CH2:29][CH2:30][CH2:31][CH:27]1[CH2:26][NH:25][C:9](=[O:11])[C:8]1[C:12]([O:16][CH3:17])=[CH:13][CH:14]=[CH:15][C:7]=1[O:6][CH3:5])[CH3:33] |f:5.6|. The solvent is CC(=O)CC (methylethyl ketone). The reactants are S(=O)(Cl)Cl (thionyl chloride), COC1=C(C(=O)O)C(=CC=C1)OC (2,6-dimethoxybenzoic acid), NCC1N(CCC1)CC (2-(aminomethyl)-1-ethyl-pyrrolidine), C1(=CC=CC=C1)C (toluene). Product: Cl.C(C)N1C(CCC1)CNC(C1=C(C=CC=C1OC)OC)=O (N-Ethyl-2-(2,6-dimethoxybenzamidomethyl) pyrrolidine hydrochloride). Run at time 30 minute. Starting materials: II (iodine), II (iodine), [NH4+].[Cl-] (NH4Cl), O1CCOCC1 (1,4-dioxane), O=C1SC(C(N1)=O)=CC1=CC=C(OCCC=2NC3=CC=C(C=C3C2)OC)C=C1 (2-(p-(2,4-dioxothiazolidin-5-ylidenemethyl)phenoxy)ethyl-5-methoxyindole), Mg, Mg. The solvent is CO (methanol), CO (methanol), CO (methanol). Conditions: temperature 50 celsius. Yields the product O=C1SC(C(N1)=O)CC1=CC=C(OCCC=2NC3=CC=C(C=C3C2)OC)C=C1 (2-(p-(2,4-dioxothiazolidin-5-ylmethyl)phenoxy)ethyl-5-methoxyindole). Isolated yield 39.8%. Reaction SMILES: O1CCOCC1.[O:7]=[C:8]1[NH:12][C:11](=[O:13])[C:10](=[CH:14][C:15]2[CH:34]=[CH:33][C:18]([O:19][CH2:20][CH2:21][C:22]3[NH:23][C:24]4[C:29]([CH:30]=3)=[CH:28][C:27]([O:31][CH3:32])=[CH:26][CH:25]=4)=[CH:17][CH:16]=2)[S:9]1.II.[NH4+].[Cl-]>CO>[O:7]=[C:8]1[NH:12][C:11](=[O:13])[CH:10]([CH2:14][C:15]2[CH:34]=[CH:33][C:18]([O:19][CH2:20][CH2:21][C:22]3[NH:23][C:24]4[C:29]([CH:30]=3)=[CH:28][C:27]([O:31][CH3:32])=[CH:26][CH:25]=4)=[CH:17][CH:16]=2)[S:9]1 |f:3.4|. Procedure: Under an argon atmosphere, 70 ml of 1,4-dioxane were refluxed in a suitably equipped flask, 1 g of the product of step (b) was added, to give a clear solution after about 30 minutes, which was cooled to 50° C., followed by addition of 70 ml methanol, this flask being kept at 50° C. In a second flask, there was placed under an argon atmosphere, 1 g Mg turnings covered with methanol; two crystals of iodine were added, and after foaming began the mixture was stirred until the iodine color disappear... RXN SMILES: [Cl:1][C:2]1[CH:3]=[CH:4][C:5]2[C:15](=[O:16])[C:10]3[N:11]=[C:12]([CH3:14])O[C:9]=3[CH:8]=[CH:7][C:6]=2[CH:17]=1.[CH2:18]([CH2:20][NH2:21])[OH:19]>O>[Cl:1][C:2]1[CH:3]=[CH:4][C:5]2[C:15](=[O:16])[C:10]3[N:11]=[C:12]([CH3:14])[N:21]([CH2:20][CH2:18][OH:19])[C:9]=3[CH:8]=[CH:7][C:6]=2[CH:17]=1. The reactants are ClC=1C=CC2=C(C=CC3=C(N=C(O3)C)C2=O)C1 (7-Chloro-2-methyl-4H-benzo[5,6]cyclohepta[1,2-d]oxazol-4-one), C(O)CN (ethanolamine). Run at temperature 90 celsius, time 14 hour. Solvent: O (water). The product is ClC=1C=CC2=C(C=CC3=C(N=C(N3CCO)C)C2=O)C1 (7-Chloro-1-(2-hydroxyethyl)-2-methyl-4H-benzo[5,6]cyclohepta[1,2-d]imidazol-4-one). Procedure: A mixture of the product from example 42 step (i) (1 g) and ethanolamine (10 ml) was stirred at 90° C. for 14 hours. The mixture was diluted with water (10 ml) and the solid filtered. The solid was further washed with water and then dichloromethane to leave the subtitle product as a beige powder. The reactants are C(C)(C)N(CC)C(C)C (diisopropylethylamine), Cl.C(C(CC)N)N (butane-1,2-diamine hydrochloride), O=C(C(=O)OCC)C(=O)OCC (diethyl ketomalonate). Solvent: C(C)O (ethanol). Conditions: time 10 minute. Yields the product C(C)C=1N=C(C(=NC1)C(=O)OCC)O (ethyl 5-ethyl-3-hydroxypyrazine-2-carboxylate). The yield is 25.2%. As a reaction SMILES: Cl.[CH2:2]([NH2:7])[CH:3]([NH2:6])[CH2:4][CH3:5].C(N(C(C)C)CC)(C)C.O=[C:18]([C:24](OCC)=[O:25])[C:19]([O:21][CH2:22][CH3:23])=[O:20]>C(O)C>[CH2:4]([C:3]1[N:6]=[C:24]([OH:25])[C:18]([C:19]([O:21][CH2:22][CH3:23])=[O:20])=[N:7][CH:2]=1)[CH3:5] |f:0.1|. Procedure: To a suspension of butane-1,2-diamine hydrochloride (6.40 g, 39.7 mmol) in ethanol (60 mL) was added diisopropylethylamine (14 mL, 80.4 mmol), and the mixture was stirred at room temperature for 10 min. To this solution was added dropwise diethyl ketomalonate (6 mL, 39.3 mmol) at 0° C., and the mixture was stirred at room temperature for 1.5 hr with heating under reflux for 20 hr. The reaction mixture was concentrated under reduced pressure, and the residue was dissolved in a small amount of eth... The reactants are CC(C)Cn1c(CO)c(-c2ccc(F)cc2)c2cc(OCc3ccccc3)ccc2c1=O, Cc1ccccc1, [Na+], O=C([O-])O, O=S(Cl)Cl. Product: CC(C)Cn1c(CCl)c(-c2ccc(F)cc2)c2cc(OCc3ccccc3)ccc2c1=O. As a reaction SMILES: [CH2:1]([c:2]1[cH:3][cH:4][cH:5][cH:6][cH:7]1)[O:8][c:9]1[cH:10][c:11]2[c:12](-[c:26]3[cH:27][cH:28][c:29]([F:32])[cH:30][cH:31]3)[c:13]([CH2:24][OH:25])[n:14]([CH2:20][CH:21]([CH3:22])[CH3:23])[c:15](=[O:19])[c:16]2[cH:17][cH:18]1.[CH3:42][c:43]1[cH:44][cH:45][cH:46][cH:47][cH:48]1.[Na+:37].[OH:38][C:39](=[O:40])[O-:41].[S:33]([Cl:34])([Cl:35])=[O:36]>>[CH2:1]([c:2]1[cH:3][cH:4][cH:5][cH:6][cH:7]1)[O:8][c:9]1[cH:10][c:11]2[c:12](-[c:26]3[cH:27][cH:28][c:29]([F:32])[cH:30][cH:31]3)[c:13]([CH2:24][Cl:35])[n:14]([CH2:20][CH:21]([CH3:22])[CH3:23])[c:15](=[O:19])[c:16]2[cH:17][cH:18]1.